The task is: describe an organic reaction: reactants, conditions, products, and yield. This data is from the Open Reaction Database (ORD), a public repository of structured organic reaction records. As a reaction SMILES: [CH2:1]([CH3:2])[O:3][P:4]([O:5][CH2:6][CH3:7])(=[O:8])[CH:9]=[C:10]1[c:11]2[c:12]([cH:18][c:19]([Br:22])[cH:20][cH:21]2)[N:13]([CH3:17])[CH2:14][CH2:15][NH:16]1.[CH:31]1([P:32]([CH:33]2[CH2:34][CH2:35][CH2:36][CH2:37][CH2:38]2)[CH:39]2[CH2:40][CH2:41][CH2:42][CH2:43][CH2:44]2)[CH2:45][CH2:46][CH2:47][CH2:48][CH2:49]1.[CH:59](=[CH:60][C:61]([CH:62]=[CH:63][c:64]1[cH:65][cH:66][cH:67][cH:68][cH:69]1)=[O:70])[c:71]1[cH:72][cH:73][cH:74][cH:75][cH:76]1.[CH:77](=[CH:78][C:79]([CH:80]=[CH:81][c:82]1[cH:83][cH:84][cH:85][cH:86][cH:87]1)=[O:88])[c:89]1[cH:90][cH:91][cH:92][cH:93][cH:94]1.[CH:95](=[CH:96][C:97]([CH:98]=[CH:99][c:100]1[cH:101][cH:102][cH:103][cH:104][cH:105]1)=[O:106])[c:107]1[cH:108][cH:109][cH:110][cH:111][cH:112]1.[Cs+:51].[F-:50].[O:52]1[CH2:53][CH2:54][O:55][CH2:56][CH2:57]1.[Pd:58].[s:23]1[cH:24][c:25]([B:28]([OH:29])[OH:30])[cH:26][cH:27]1>>[CH2:1]([CH3:2])[O:3][P:4]([O:5][CH2:6][CH3:7])(=[O:8])[CH:9]=[C:10]1[c:11]2[c:12]([cH:18][c:19](-[c:25]3[cH:24][s:23][cH:27][cH:26]3)[cH:20][cH:21]2)[N:13]([CH3:17])[CH2:14][CH2:15][NH:16]1. Reactants: CCOP(=O)(C=C1NCCN(C)c2cc(Br)ccc21)OCC, C1CCC(P(C2CCCCC2)C2CCCCC2)CC1, O=C(C=Cc1ccccc1)C=Cc1ccccc1, O=C(C=Cc1ccccc1)C=Cc1ccccc1, O=C(C=Cc1ccccc1)C=Cc1ccccc1, [Cs+], [F-], C1COCCO1, [Pd], OB(O)c1ccsc1. Yields the product CCOP(=O)(C=C1NCCN(C)c2cc(-c3ccsc3)ccc21)OCC. Reactants: IC1=CC(=CC=2C=COC21)[N+](=O)[O-] (7-iodo-5-nitro-1-benzofuran), N1C2C(NCC1)CS(C2)(=O)=O (octahydrothieno[3,4-b]pyrazine 6,6-dioxide), N1C2C(NCC1)CS(C2)(=O)=O (octahydrothieno[3,4-b]pyrazine 6,6-dioxide), CC1(C2=C(C(=CC=C2)P(C3=CC=CC=C3)C4=CC=CC=C4)OC5=C(C=CC=C51)P(C6=CC=CC=C6)C7=CC=CC=C7)C (Xantphos), C(=O)([O-])[O-].[Cs+].[Cs+] (Cs2CO3). The reagents and catalysts are C=1C=CC(=CC1)/C=C/C(=O)/C=C/C2=CC=CC=C2.C=1C=CC(=CC1)/C=C/C(=O)/C=C/C2=CC=CC=C2.C=1C=CC(=CC1)/C=C/C(=O)/C=C/C2=CC=CC=C2.[Pd].[Pd] (Pd2(dba)3). The solvent is C=1(C(=CC=CC1)C)C (Xylene). Run at temperature 120 celsius, time 8 hour. Product: [N+](=O)([O-])C=1C=C(C2=C(C=CO2)C1)N1C2C(NCC1)CS(C2)(=O)=O (1-(5-Nitro-1-benzofuran-7-yl)octahydrothieno[3,4-b]pyrazine 6,6-dioxide). Isolated yield 30.3%. Reaction SMILES: I[C:2]1[C:10]2[O:9][CH:8]=[CH:7][C:6]=2[CH:5]=[C:4]([N+:11]([O-:13])=[O:12])[CH:3]=1.[NH:14]1[CH2:19][CH2:18][NH:17][CH:16]2[CH2:20][S:21](=[O:24])(=[O:23])[CH2:22][CH:15]12.CC1(C)C2C(=C(P(C3C=CC=CC=3)C3C=CC=CC=3)C=CC=2)OC2C(P(C3C=CC=CC=3)C3C=CC=CC=3)=CC=CC1=2.C([O-])([O-])=O.[Cs+].[Cs+]>C1C=CC(/C=C/C(/C=C/C2C=CC=CC=2)=O)=CC=1.C1C=CC(/C=C/C(/C=C/C2C=CC=CC=2)=O)=CC=1.C1C=CC(/C=C/C(/C=C/C2C=CC=CC=2)=O)=CC=1.[Pd].[Pd].C1(C)C(C)=CC=CC=1>[N+:11]([C:4]1[CH:3]=[C:2]([N:14]2[CH2:19][CH2:18][NH:17][CH:16]3[CH2:20][S:21](=[O:24])(=[O:23])[CH2:22][CH:15]23)[C:10]2[O:9][CH:8]=[CH:7][C:6]=2[CH:5]=1)([O-:13])=[O:12] |f:3.4.5,6.7.8.9.10|. Reported procedure: Xylene (150 mL) was added to 7-iodo-5-nitro-1-benzofuran (1.00 g, 3.46 mmol), octahydrothieno[3,4-b]pyrazine 6,6-dioxide (0.73 g, 4.15 mmol; Intermediate 34), Pd2(dba)3 (0.08 g, 0.87 mmol), Xantphos (0.20 g, 0.35 mmol) and Cs2CO3 (1.59 g, 4.84 mmol). The resulting mixture was stirred at 120° C. overnight, filtered through Celite and the solvent was removed in vacuo. The crude product was purified by flash chromatography [eluent: DCM and DCM:MeOH (1:1)] and then recrystallized from MeOH to afford... The reactants are CC(=O)c1ccc(I)cc1, CC(OC(=O)CCl)c1ccc(I)cc1. The product is CC(O)c1ccc(I)cc1. RXN SMILES: [CH3:1][C:2](=[O:3])[c:4]1[cH:5][cH:6][c:7]([I:10])[cH:8][cH:9]1.[Cl:11][CH2:12][C:13]([O:14][CH:15]([c:16]1[cH:17][cH:18][c:19]([I:20])[cH:21][cH:22]1)[CH3:23])=[O:24]>>[CH3:1][CH:2]([OH:3])[c:4]1[cH:5][cH:6][c:7]([I:10])[cH:8][cH:9]1. Yields the product O=C1OCCN1c1ccc2c(c1)CCOC2CCO. Reaction SMILES: [Br:1][c:2]1[cH:3][cH:4][c:5]2[c:6]([cH:14]1)[CH2:7][CH2:8][O:9][CH:10]2[CH2:11][CH2:12][OH:13].[C:29](=[O:30])([O-:31])[O-:32].[CH:21]1([NH2:22])[CH2:23][CH2:24][CH2:25][CH2:26][CH:27]1[NH2:28].[Cu:42][I:43].[K+:33].[K+:34].[NH3:35].[O:15]1[C:16](=[O:20])[NH:17][CH2:18][CH2:19]1.[O:36]1[CH2:37][CH2:38][O:39][CH2:40][CH2:41]1>>[c:2]1([N:17]2[C:16](=[O:20])[O:15][CH2:19][CH2:18]2)[cH:3][cH:4][c:5]2[c:6]([cH:14]1)[CH2:7][CH2:8][O:9][CH:10]2[CH2:11][CH2:12][OH:13]. Reactants: OCCC1OCCc2cc(Br)ccc21, O=C([O-])[O-], NC1CCCCC1N, [Cu]I, [K+], [K+], N, O=C1NCCO1, C1COCCO1.